This data is from the Open Reaction Database (ORD), a public repository of structured organic reaction records. The task is: describe an organic reaction: reactants, conditions, products, and yield Starting materials: N#Cc1ccc(Br)cc1F, CC1(C)OC(=O)Nc2ccc(B(O)O)cc21, COCCOC, [Na+], [Na+], [Na+], O=C([O-])[O-], [OH-], O, c1ccc(P(c2ccccc2)(c2ccccc2)[Pd](P(c2ccccc2)(c2ccccc2)c2ccccc2)(P(c2ccccc2)(c2ccccc2)c2ccccc2)P(c2ccccc2)(c2ccccc2)c2ccccc2)cc1. Yields the product CC1(C)OC(=O)Nc2ccc(-c3ccc(C#N)c(F)c3)cc21. RXN SMILES: [C:1](#[N:2])[c:3]1[c:4]([F:10])[cH:5][c:6]([Br:9])[cH:7][cH:8]1.[CH3:11][C:12]1([CH3:26])[O:13][C:14](=[O:25])[NH:15][c:16]2[c:17]1[cH:18][c:19]([B:22]([OH:23])[OH:24])[cH:20][cH:21]2.[CH3:35][O:36][CH2:37][CH2:38][O:39][CH3:40].[Na+:27].[Na+:28].[Na+:34].[O-:29][C:30](=[O:31])[O-:32].[OH-:33].[OH2:41].[cH:42]1[cH:43][cH:44][c:45]([P:46]([Pd:47]([P:48]([c:49]2[cH:50][cH:51][cH:52][cH:53][cH:54]2)([c:55]2[cH:56][cH:57][cH:58][cH:59][cH:60]2)[c:61]2[cH:62][cH:63][cH:64][cH:65][cH:66]2)([P:67]([c:68]2[cH:69][cH:70][cH:71][cH:72][cH:73]2)([c:74]2[cH:75][cH:76][cH:77][cH:78][cH:79]2)[c:80]2[cH:81][cH:82][cH:83][cH:84][cH:85]2)[P:86]([c:87]2[cH:88][cH:89][cH:90][cH:91][cH:92]2)([c:93]2[cH:94][cH:95][cH:96][cH:97][cH:98]2)[c:99]2[cH:100][cH:101][cH:102][cH:103][cH:104]2)([c:105]2[cH:106][cH:107][cH:108][cH:109][cH:110]2)[c:111]2[cH:112][cH:113][cH:114][cH:115][cH:116]2)[cH:117][cH:118]1>>[C:1](#[N:2])[c:3]1[c:4]([F:10])[cH:5][c:6](-[c:19]2[cH:18][c:17]3[c:16]([cH:21][cH:20]2)[NH:15][C:14](=[O:25])[O:13][C:12]3([CH3:11])[CH3:26])[cH:7][cH:8]1. Reactants: C1(=CC=CC=C1)P(C1=CC=CC=C1)C1=CC=CC=C1 (triphenylphosphine), BrN1C(CCC1=O)=O (N-bromosuccinimide), C1(CCCCC1)CCCCO (4-Cyclohexyl-1-butanol). Solvent: C(Cl)Cl (methylene chloride). Run at time 3 hour. The product is BrCCCCC1CCCCC1 (4-bromobutylcyclohexane). The yield is 89.8%. As a reaction SMILES: [CH:1]1([CH2:7][CH2:8][CH2:9][CH2:10]O)[CH2:6][CH2:5][CH2:4][CH2:3][CH2:2]1.C1(P(C2C=CC=CC=2)C2C=CC=CC=2)C=CC=CC=1.[Br:31]N1C(=O)CCC1=O>C(Cl)Cl>[Br:31][CH2:10][CH2:9][CH2:8][CH2:7][CH:1]1[CH2:6][CH2:5][CH2:4][CH2:3][CH2:2]1. Procedure details: 4-Cyclohexyl-1-butanol (5.00 g) was dissolved in methylene chloride (100 ml), triphenylphosphine (9.15 g) and N-bromosuccinimide (6.21 g) were added under ice-cooling, and the mixture was stirred under ice-cooling for 1 hr, and further at room temperature for 3 hr. The reaction mixture was washed with water and saturated brine, and dried over anhydrous magnesium sulfate. The solvent was evaporated under reduced pressure. Diethyl ether (100 ml) was added, and the precipitated triphenylphosphine o... Procedure: A microwave vial charged with 1,1-bis[(di-t-butyl-p-methylaminophenyl]palladium(ii) chloride (0.254 g, 0.359 mmol), (3,5-difluorophenyl)boronic acid (1.133 g, 7.18 mmol), 6-(benzylthio)-1-(4-chloro-2-cyclopropylphenyl)quinolin-2(1H)-one (1.500 g, 3.59 mmol), potassium phosphate (2.285 g, 10.77 mmol) and 10 ml and dioxane 3 ml water was heated to 150° C. in a Biotage Initiator microwave reactor for 30 minutes. The organic layer was removed and concentrated. The crude residue was used in the follo... Reaction conditions: temperature 150 celsius. RXN SMILES: [F:1][C:2]1[CH:3]=[C:4](B(O)O)[CH:5]=[C:6]([F:8])[CH:7]=1.[CH2:12]([S:19][C:20]1[CH:21]=[C:22]2[C:27](=[CH:28][CH:29]=1)[N:26]([C:30]1[CH:35]=[CH:34][C:33](Cl)=[CH:32][C:31]=1[CH:37]1[CH2:39][CH2:38]1)[C:25](=[O:40])[CH:24]=[CH:23]2)[C:13]1[CH:18]=[CH:17][CH:16]=[CH:15][CH:14]=1.P([O-])([O-])([O-])=O.[K+].[K+].[K+]>C(C1C(C(C)(C)C)=C([Pd]Cl)C=CC=1NC)(C)(C)C.O1CCOCC1>[CH2:12]([S:19][C:20]1[CH:21]=[C:22]2[C:27](=[CH:28][CH:29]=1)[N:26]([C:30]1[CH:35]=[CH:34][C:33]([C:4]3[CH:3]=[C:2]([F:1])[CH:7]=[C:6]([F:8])[CH:5]=3)=[CH:32][C:31]=1[CH:37]1[CH2:39][CH2:38]1)[C:25](=[O:40])[CH:24]=[CH:23]2)[C:13]1[CH:14]=[CH:15][CH:16]=[CH:17][CH:18]=1 |f:2.3.4.5|. Solvent: O1CCOCC1 (dioxane). Reagents/catalysts: C(C)(C)(C)C=1C(=C(C=CC1NC)[Pd]Cl)C(C)(C)C ((di-t-butyl-p-methylaminophenyl]palladium(ii) chloride). The reactants are FC=1C=C(C=C(C1)F)B(O)O ((3,5-difluorophenyl)boronic acid), C(C1=CC=CC=C1)SC=1C=C2C=CC(N(C2=CC1)C1=C(C=C(C=C1)Cl)C1CC1)=O (6-(benzylthio)-1-(4-chloro-2-cyclopropylphenyl)quinolin-2(1H)-one), P(=O)([O-])([O-])[O-].[K+].[K+].[K+] (potassium phosphate). Yields the product C(C1=CC=CC=C1)SC=1C=C2C=CC(N(C2=CC1)C1=C(C=C(C=C1)C1=CC(=CC(=C1)F)F)C1CC1)=O (6-(benzylthio)-1-(3-cyclopropyl-3′,5′-difluoro-[1,1′-biphenyl]-4-yl)quinolin-2(1H)-one). The reactants are C1(O)=CC=C(O)C=C1 (Hydroquinone), FC1=CC=C(C#N)C=C1 (4-fluorobenzonitrile), C([O-])([O-])=O.[K+].[K+] (potassium carbonate). Solvent: CN(C=O)C (dimethylformamide), O (water), Cl (hydrochloric acid). The product is C(#N)C1=CC=C(OC2=CC=C(C=C2)O)C=C1 (4-(4-Cyanophenoxy)phenol). The yield is 46.3%. RXN SMILES: [C:1]1([CH:8]=[CH:7][C:5]([OH:6])=[CH:4][CH:3]=1)[OH:2].F[C:10]1[CH:17]=[CH:16][C:13]([C:14]#[N:15])=[CH:12][CH:11]=1.C(=O)([O-])[O-].[K+].[K+]>CN(C)C=O.O.Cl>[C:14]([C:13]1[CH:16]=[CH:17][C:10]([O:2][C:1]2[CH:8]=[CH:7][C:5]([OH:6])=[CH:4][CH:3]=2)=[CH:11][CH:12]=1)#[N:15] |f:2.3.4|. Reported procedure: Hydroquinone (18 g, 163.5 mmol), 4-fluorobenzonitrile (10 g, 81.75 mmol) and potassium carbonate (23 g, 163.5 mmol) were heated to 150° C. in dimethylformamide (40 mL) for 6 hours. The cooled mixture was diluted with water and 1 N hydrochloric acid and extracted with ethyl acetate. The separated organic layer was dried over sodium sulfate, filtered and concentrated. The crude product was chromatographed yielding 8 g of the title compound. MS (m/z, APCI): 210 [M−H]−. The reactants are C(CCCC#C)O (5-hexyne-1-ol), N1C=NC=C1 (imidazole), [Si](C)(C)(C(C)(C)C)Cl (t-butyldimethylsilylchloride), O (water). Solvent: CN(C=O)C (N,N-dimethylformamide). Conditions: time 3 hour. Product: [Si](C)(C)(C(C)(C)C)OCCCCC#C (6-(t-butyldimethylsilyloxy)-1-hexyne). Isolated yield 96.1%. RXN SMILES: [CH2:1]([OH:7])[CH2:2][CH2:3][CH2:4][C:5]#[CH:6].N1C=CN=C1.[Si:13](Cl)([C:16]([CH3:19])([CH3:18])[CH3:17])([CH3:15])[CH3:14].O>CN(C)C=O>[Si:13]([O:7][CH2:1][CH2:2][CH2:3][CH2:4][C:5]#[CH:6])([C:16]([CH3:19])([CH3:18])[CH3:17])([CH3:15])[CH3:14]. Procedure: To a solution of 5-hexyne-1-ol (4.81 g, 49.0 mmol) in N,N-dimethylformamide (100 ml) were added imidazole (4.0 g, 59.0 mmol) and t-butyldimethylsilylchloride (8.12 g, 54.0 mmol) at 0° C., which was then stirred at the same temperature for 3 hour After the reaction was completed, water was added to the reaction solution, and the mixture was extracted with ethyl acetate. The extract was dried over anhydrous sodium sulfate and concentrated under reduced pressure. The residue was subjected to column... The reactants are C(C)(C)(C)[Si](OC=1C=C(C2=C(C(OC[C@@H](C(N[C@@H](CSC2)CO)=O)NC(=O)OC(C)(C)C)=O)C1C)O[Si](C)(C)C(C)(C)C)(C)C (tert-butyl (4R, 7S)-12, 14-bis (tertbutyldimethylsilyloxy)-1,3,4,5,6,7,8, 10-octahydro-4-hydroxymethyl-11-methyl-6,10-dioxo-9,2,5-benzoxathiaazacyclododecine-7-carbamate), C(Br)(Br)(Br)Br (carbontetrabromide), C1(=CC=CC=C1)P(C1=CC=CC=C1)C1=CC=CC=C1 (triphenylphosphine). Solvent: C(Cl)Cl (methylene chloride). Reaction conditions: temperature 20 celsius, time 15 minute. Product: BrC[C@H]1CSCC2=C(C(OC[C@@H](C(N1)=O)NC(=O)OC(C)(C)C)=O)C(=C(C=C2O[Si](C)(C)C(C)(C)C)O[Si](C)(C)C(C)(C)C)C (tert-butyl (4R, 7S)-4-bromomethyl-12,14-bis-(tert-butyldimethylsilyloxy)-1,3,4,5,6,7,8,10-octahydro-11-methyl-6,10-dioxo-9,2,5-benzooxathiaazacyclododecine-7-carbamate). As a reaction SMILES: [C:1]([Si:5]([CH3:45])([CH3:44])[O:6][C:7]1[CH:8]=[C:9]([O:36][Si:37]([C:40]([CH3:43])([CH3:42])[CH3:41])([CH3:39])[CH3:38])[C:10]2[CH2:21][S:20][CH2:19][C@@H:18]([CH2:22]O)[NH:17][C:16](=[O:24])[C@@H:15]([NH:25][C:26]([O:28][C:29]([CH3:32])([CH3:31])[CH3:30])=[O:27])[CH2:14][O:13][C:12](=[O:33])[C:11]=2[C:34]=1[CH3:35])([CH3:4])([CH3:3])[CH3:2].C(Br)(Br)(Br)[Br:47].C1(P(C2C=CC=CC=2)C2C=CC=CC=2)C=CC=CC=1>C(Cl)Cl>[Br:47][CH2:22][C@@H:18]1[NH:17][C:16](=[O:24])[C@@H:15]([NH:25][C:26]([O:28][C:29]([CH3:32])([CH3:30])[CH3:31])=[O:27])[CH2:14][O:13][C:12](=[O:33])[C:11]2[C:34]([CH3:35])=[C:7]([O:6][Si:5]([C:1]([CH3:4])([CH3:2])[CH3:3])([CH3:45])[CH3:44])[CH:8]=[C:9]([O:36][Si:37]([C:40]([CH3:42])([CH3:43])[CH3:41])([CH3:38])[CH3:39])[C:10]=2[CH2:21][S:20][CH2:19]1. Reported procedure: A solution of 103 mg of tert-butyl (4R, 7S)-12, 14-bis (tertbutyldimethylsilyloxy)-1,3,4,5,6,7,8, 10-octahydro-4-hydroxymethyl-11-methyl-6,10-dioxo-9,2,5-benzoxathiaazacyclododecine-7-carbamate in 2 ml of methylene chloride was treated with 99 mg of carbontetrabromide and 79 mg of triphenylphosphine, and then stirred at 20° C. for 15 minutes. The solution was chromatographed on silica gel using ethyl acetate/hexane (1:3, v/v) as eluent to yield tert-butyl (4R, 7S)-4-bromomethyl-12,14-bis-(tert-b...